From a dataset of the Open Reaction Database (ORD), a public repository of structured organic reaction records. describe an organic reaction: reactants, conditions, products, and yield Starting materials: C1=CC=C(C=C1)NC(=O)CCCCCCC(=O)NO (SAHA), C(CCCCCCC(=O)NC1=CC=CC=C1)(=O)O (suberanilic acid), ON1N=NC2=C1C=CC=C2 (1-hydroxybenzotriazole), Cl.CN(CCCN=C=NCC)C (1-(3-dimethylaminopropyl)-3-ethylcarbodiimide hydrochloride). Run in CN(C)C=O (DMF), CN(C)C=O (DMF). Run at time 5 minute. Yields the product C1(=CC=CC=C1)NC(=O)CCCCCCC(=O)ONC(CCCCCCC(=O)NC1=CC=CC=C1)=O (Octanedioic acid phenylamide(7-phenylcarbamoyl-heptanoyloxy)-amide). Yield: 77.3%. As a reaction SMILES: [C:1]([OH:18])(=[O:17])[CH2:2][CH2:3][CH2:4][CH2:5][CH2:6][CH2:7][C:8]([NH:10][C:11]1[CH:16]=[CH:15][CH:14]=[CH:13][CH:12]=1)=[O:9].ON1C2C=CC=CC=2N=N1.Cl.CN(C)CCCN=C=NCC.[CH:41]1[CH:46]=[CH:45][C:44]([NH:47][C:48]([CH2:50][CH2:51][CH2:52][CH2:53][CH2:54][CH2:55][C:56]([NH:58]O)=[O:57])=[O:49])=[CH:43][CH:42]=1>CN(C=O)C>[C:11]1([NH:10][C:8]([CH2:7][CH2:6][CH2:5][CH2:4][CH2:3][CH2:2][C:1]([O:18][NH:58][C:56](=[O:57])[CH2:55][CH2:54][CH2:53][CH2:52][CH2:51][CH2:50][C:48]([NH:47][C:44]2[CH:45]=[CH:46][CH:41]=[CH:42][CH:43]=2)=[O:49])=[O:17])=[O:9])[CH:12]=[CH:13][CH:14]=[CH:15][CH:16]=1 |f:2.3|. Reported procedure: To a stirring solution of suberanilic acid (3.0 g, 12.0 mmol) in DMF (60 mL) was added 1-hydroxybenzotriazole (1.79 g, 13.2 mmol), 1-(3-dimethylaminopropyl)-3-ethylcarbodiimide hydrochloride (EDCI) (2.54 g, 13.2 mmol). After 5 mins, a solution of SAHA (3.18 g, 12.0 mmol) in DMF (30 mL) was added to the mixture with stirring. After 24 h, the solvent was removed and the residue was triturated with EtOAc (50 mL). The slurry was filtered to yield an off-white solid, which was triturated in CH2Cl2 (5... Reactants: CCCCO, CC(=O)[O-], ClC(Cl)Cl, O=S([O-])c1ccc(Cl)cc1, OCc1cccnc1F, [K+], [Na+], O=S(Cl)Cl. Product: O=S(=O)(Cc1cccnc1F)c1ccc(Cl)cc1. RXN SMILES: [CH2:30]([OH:31])[CH2:32][CH2:33][CH3:34].[CH3:26][C:27](=[O:28])[O-:29].[CH:35]([Cl:36])([Cl:37])[Cl:38].[Cl:14][c:15]1[cH:16][cH:17][c:18]([S:21](=[O:22])[O-:23])[cH:19][cH:20]1.[F:1][c:2]1[n:3][cH:4][cH:5][cH:6][c:7]1[CH2:8][OH:9].[K+:25].[Na+:24].[S:10]([Cl:11])([Cl:12])=[O:13]>>[F:1][c:2]1[n:3][cH:4][cH:5][cH:6][c:7]1[CH2:8][S:21]([c:18]1[cH:17][cH:16][c:15]([Cl:14])[cH:20][cH:19]1)(=[O:22])=[O:23]. The reactants are CC1=C(C(=O)O)C(c2cccc(Cl)c2)NC(=O)N1, NCCCn1ccnc1, CN(C)C=O. Yields the product CC1=C(C(=O)NCCCn2ccnc2)C(c2cccc(Cl)c2)NC(=O)N1. Reaction SMILES: [Cl:1][c:2]1[cH:3][c:4]([CH:8]2[NH:9][C:10](=[O:18])[NH:11][C:12]([CH3:17])=[C:13]2[C:14](=[O:15])[OH:16])[cH:5][cH:6][cH:7]1.[NH2:19][CH2:20][CH2:21][CH2:22][n:23]1[cH:24][n:25][cH:26][cH:27]1.[O:28]=[CH:29][N:30]([CH3:31])[CH3:32]>>[Cl:1][c:2]1[cH:3][c:4]([CH:8]2[NH:9][C:10](=[O:18])[NH:11][C:12]([CH3:17])=[C:13]2[C:14](=[O:16])[NH:19][CH2:20][CH2:21][CH2:22][n:23]2[cH:24][n:25][cH:26][cH:27]2)[cH:5][cH:6][cH:7]1. Reactants: C(C)(=O)C=1C=NC=CC1 (3-Acetylpyridine), COC(N(C)C)OC (dimethylformamide dimethylacetal), C(C)OCC (diethyl ether). Run in CCCCCC (hexane). Conditions: temperature 0 celsius, time 4 hour. Yields the product CN(C=CC(=O)C=1C=NC=CC1)C (3-dimethylamino-1-(3-pyridyl)-2-propen-1-one). Isolated yield 358.4%. Reaction SMILES: [C:1]([C:4]1[CH:5]=[N:6][CH:7]=[CH:8][CH:9]=1)(=[O:3])[CH3:2].CO[CH:12](OC)[N:13]([CH3:15])[CH3:14].C(OCC)C>CCCCCC>[CH3:12][N:13]([CH3:15])[CH:14]=[CH:2][C:1]([C:4]1[CH:5]=[N:6][CH:7]=[CH:8][CH:9]=1)=[O:3]. Procedure details: 3-Acetylpyridine (100 g, 0.19 mol) was added to dimethylformamide dimethylacetal (156.5 g, 1.27 mol), and the mixture was reacted under reflux for 23 hours. After the reaction mixture was cooled to 0° C., a mixture of diethyl ether and hexane (3:2, v/v) (500 ml) was added and the whole mixture was stirred for 4 hours. The resulting solid was filtered and washed with a mixture of diethyl ether and hexane (500 ml, 3/2, v/v) to give 3-dimethylamino-1-(3-pyridyl)-2-propen-1-one (120 g). Starting materials: I(=O)(=O)C1=CC=C(C=C1)C=1SC2=C(N1)C=CC(=C2)OC (2-(4-Iodylphenyl)-6-methoxy-1,3-benzothiazole), KF-Kryptofix, 2.2.2, [F-].[K+] (KF), CO (methanol). Run in O (water), ice water, CS(=O)C (DMSO), C(C)#N (acetonitrile), O (water). Conditions: temperature 180 celsius, time 10 minute. The product is fluoro, FC1=CC=C(C=C1)C=1SC2=C(N1)C=CC(=C2)OC (2-(4-Fluorophenyl)-6-methoxy-1,3-benzothiazole). Reaction SMILES: [F-:1].[K+].I([C:6]1[CH:11]=[CH:10][C:9]([C:12]2[S:13][C:14]3[CH:20]=[C:19]([O:21][CH3:22])[CH:18]=[CH:17][C:15]=3[N:16]=2)=[CH:8][CH:7]=1)(=O)=O.CO>C(#N)C.O.CS(C)=O>[F:1][C:6]1[CH:11]=[CH:10][C:9]([C:12]2[S:13][C:14]3[CH:20]=[C:19]([O:21][CH3:22])[CH:18]=[CH:17][C:15]=3[N:16]=2)=[CH:8][CH:7]=1 |f:0.1|. Procedure details: A solution of Kryptofix® 2.2.2 (23.4 mg, 0.062 mmol) in acetonitrile (2 mL) was added to a solution of KF (7.3 mg, 0.125 mmol) in water (0.5 mL). The solvents were evaporated at 120° C. and the residue was dried by azeotropic distillation with acetonitrile (3×1 mL). A solution of the iodyl precursor 2-(4-iodylphenyl)-6-methoxy-1,3-benzothiazole (7) (5.2 mg, 0.0125 mmol; dried over P2O5 under high vacuum for 2 hours before use) in hot DMSO (0.5 mL) was added to the dried KF-Kryptofix® complex. Th... Starting materials: C(C)(=O)NC(=S)N (acetylthiourea), ClCC(=O)CCl (1,3-dichloroacetone). Solvent: CC(=O)C (acetone), C(C)(=O)OCC (ethyl acetate). The product is ClCC=1N=C(SC1)NC(C)=O (N-[4-(chloromethyl)-1,3-thiazol-2-yl]acetamide). RXN SMILES: [C:1]([NH:4][C:5]([NH2:7])=[S:6])(=[O:3])[CH3:2].[Cl:8][CH2:9][C:10]([CH2:12]Cl)=O>CC(C)=O.C(OCC)(=O)C>[Cl:8][CH2:9][C:10]1[N:7]=[C:5]([NH:4][C:1](=[O:3])[CH3:2])[S:6][CH:12]=1. Reported procedure: A mixture of acetylthiourea (591 mg, 5 mmol) and 1,3-dichloroacetone (667 mg, 5.25 mmol) in acetone (15 mL) was heated at reflux for 7 hours, cooled to room temperature, diluted with ethyl acetate, washed with water and brine, dried (MgSO4), filtered and concentrated. The concentrate was purified by column chromatography to give the title compound. MS (DCI) m/e 191 (M+H)+; 1H NMR (300 MHz, DMSO-d6) 12.21 (s, 1H), 7.22 (s, 1H), 4.70 (s, 2H), 2.13 (s, 3H). The reactants are CC([O-])C.[Al+3].CC([O-])C.CC([O-])C (aluminum isopropoxide), CC(C)[O-].CC(C)[O-].CC(C)[O-].[Al+3] (aluminum triisopropylate), C1(=CC=CC=C1)C (toluene), tetrahydro pentamethylindane epoxide, CC([O-])C.[Al+3].CC([O-])C.CC([O-])C (aluminum isopropoxide). Conditions: time 8 hour. Yields the product CC1(C(C(C=2C(CCCC12)O)(C)C)C)C (4,5,6,7-TETRAHYDRO-1,1,2,3,3-PENTAMETHYL-4-INDANOL). RXN SMILES: [CH3:1][CH:2]([CH3:4])[O-:3].[Al+3].[CH3:6][CH:7]([CH3:9])[O-].[CH3:10][CH:11]([CH3:13])[O-].[C:14]1([CH3:20])[CH:19]=[CH:18]C=C[CH:15]=1>>[CH3:6][C:7]1([CH3:9])[C:13]2[CH2:11][CH2:10][CH2:4][CH:2]([OH:3])[C:1]=2[C:14]([CH3:15])([CH3:20])[CH:19]1[CH3:18] |f:0.1.2.3|. Procedure: Into a 2-liter reaction vessel are placed 831 ml of toluene and 226.9 grams (1.11 moles) of aluminum isopropoxide. The mixture is heated to reflux and while refluxing, over a one hour period, tetrahydro pentamethylindane epoxide having the structure: ##STR63## is added to the reaction mass. The reaction mass is continued to be refluxed for a period of twelve hours while being monitored by GLC analysis. An additional 0.5 moles of aluminum isopropoxide is added (101.5 grams) at the end of the twel... Starting materials: C(C(CO)(CO)N)O (tris-base), CC=1C=CC(=CC1)S(=O)(=O)N[C@@H](CC=2C=CC=CC2)C(=O)CCl (TPCK), solid, methyl ester, solution, cellulose acetate, Cl (HCl), C(CCCO)O (butane-1,4-diol). The reagents and catalysts are [Zn] (Zn). The solvent is C(CCCO)O.O (butane-1,4-diol H2O), O (water). Yields the product COC([C@@H](N)CC1=CC=C(C=C1)N)=O (p-amino-L-phenylalanine-methylester). RXN SMILES: Cl.C(O)C([NH2:8])(CO)CO.CC1C=CC(S([NH:20][C@H:21]([C:29](CCl)=[O:30])[CH2:22][C:23]2[CH:24]=[CH:25][CH:26]=[CH:27][CH:28]=2)(=O)=O)=CC=1.[CH2:33]([OH:38])CCCO>C(O)CCCO.O.O.[Zn]>[CH3:33][O:38][C:29](=[O:30])[C@H:21]([CH2:22][C:23]1[CH:28]=[CH:27][C:26]([NH2:8])=[CH:25][CH:24]=1)[NH2:20] |f:4.5|. Procedure details: HCl were dissolved in 2 ml of butane-1,4-diol. To this solution were added approximately 2 ml of 0.5 M tris-base in butane-1,4-diol/H2O (4:1, v/v), until the pH (glass electrode) was 6.5. 100 mg of solid Zn-free insulin were added to 3.1 ml of the buffered methyl ester solution. Most of the insulin went into solution after incubation at 37° C. for 30 minutes. Trypsin (12 mg. Worthington TPCK grade) was dissolved in 120 μl of water and 100 μl of the solution were added. After 90 minutes at 37° C.... The reactants are NC1=NC=C(C=C1)OC(C)C (2-amino-5-isopropoxypyridine), ClS(=O)(=O)C=1C=C(C(=O)Cl)C=CC1 (3-(chlorosulfonyl)benzoyl chloride). Yields the product C(C)(C)OC=1C=CC(=NC1)N(C(=O)C=1C=C(C=CC1)S(=O)(=O)Cl)C(=O)C=1C=C(C=CC1)S(=O)(=O)Cl (3,3′-{[(5-Isopropoxypyridin-2-yl)imino]dicarbonyl}dibenzenesulfonyl chloride). Reaction SMILES: [NH2:1][C:2]1[CH:7]=[CH:6][C:5]([O:8][CH:9]([CH3:11])[CH3:10])=[CH:4][N:3]=1.[Cl:12][S:13]([C:16]1[CH:17]=[C:18]([CH:22]=[CH:23][CH:24]=1)[C:19](Cl)=[O:20])(=[O:15])=[O:14]>>[CH:9]([O:8][C:5]1[CH:6]=[CH:7][C:2]([N:1]([C:19]([C:18]2[CH:17]=[C:16]([S:13]([Cl:12])(=[O:15])=[O:14])[CH:24]=[CH:23][CH:22]=2)=[O:20])[C:19]([C:18]2[CH:17]=[C:16]([S:13]([Cl:12])(=[O:15])=[O:14])[CH:24]=[CH:23][CH:22]=2)=[O:20])=[N:3][CH:4]=1)([CH3:11])[CH3:10]. Procedure: The entitled compound was produced according to the method of Reference Example 5 but using 2-amino-5-isopropoxypyridine and 3-(chlorosulfonyl)benzoyl chloride as the starting materials.